describe an organic reaction: reactants, conditions, products, and yield From a dataset of the Open Reaction Database (ORD), a public repository of structured organic reaction records. The product is ClC(=O)OC1=CC=C(C=C1)C(=O)OC (4-methyloxycarbonylphenyl chloroformate). Solvent: C1(=CC=CC=C1)C (toluene), C1(=CC=CC=C1)C (toluene). Reaction SMILES: [C:1](Cl)([Cl:3])=[O:2].[CH3:5][O:6][C:7](=[O:15])[C:8]1[CH:13]=[CH:12][C:11]([OH:14])=[CH:10][CH:9]=1.N1C=CC=CC=1>C1(C)C=CC=CC=1>[Cl:3][C:1]([O:14][C:11]1[CH:12]=[CH:13][C:8]([C:7]([O:6][CH3:5])=[O:15])=[CH:9][CH:10]=1)=[O:2]. The reactants are N1=CC=CC=C1 (pyridine), solution, C(=O)(Cl)Cl (phosgene), COC(C1=CC=C(C=C1)O)=O (methyl-p-hydroxybenzoate). Reported procedure: A 20% solution of phosgene (170 mL, 0.33 mol) in toluene was added to a 500 mL pear-shaped flask (flame-dried, N2). To the flask was added methyl-p-hydroxybenzoate (42.6 g, 0.28 mol) with stirring. Through an addition funnel was added pyridine (26.7 mL, 0.33 mol) in toluene while the reaction mixture was cooled in an ice bath so that the temperature did not exceed 20° C. The solution turned a yellowish color during the addition. The reaction mixture was stirred for 3 h, at which point the mixtur... Reactants: ClC1=C2C(=NC=N1)N(N=C2)C2=C(C=CC=C2)Cl (4-chloro-1-(2-chlorophenyl)-1H-pyrazolo[3,4-d]pyrimidine), [Li+].C[Si](C)(C)[N-][Si](C)(C)C (LHMDS), [Li+].C[Si](C)(C)[N-][Si](C)(C)C (LHMDS), OC(C(=O)NC1=NC=C(C=C1)C)COC (2-hydroxy-3-methoxy-N-(5-methylpyridin-2-yl)propanamide), O (Water). The solvent is C1CCOC1 (THF), C1CCOC1 (THF), CCOC(=O)C (EtOAc). Conditions: temperature 50 celsius, time 10 minute. Product: ClC1=C(C=CC=C1)N1N=CC=2C1=NC=NC2OC(C(=O)NC2=NC=C(C=C2)C)COC (2-{[1-(2-chlorophenyl)-1H-pyrazolo[3,4-d]pyrimidin-4-yl]oxy}-3-methoxy-N-(5-methylpyridin-2-yl)propanamide). Isolated yield 77.4%. As a reaction SMILES: [Li+].C[Si]([N-][Si](C)(C)C)(C)C.[OH:11][CH:12]([CH2:23][O:24][CH3:25])[C:13]([NH:15][C:16]1[CH:21]=[CH:20][C:19]([CH3:22])=[CH:18][N:17]=1)=[O:14].Cl[C:27]1[N:32]=[CH:31][N:30]=[C:29]2[N:33]([C:36]3[CH:41]=[CH:40][CH:39]=[CH:38][C:37]=3[Cl:42])[N:34]=[CH:35][C:28]=12.O>C1COCC1.CCOC(C)=O>[Cl:42][C:37]1[CH:38]=[CH:39][CH:40]=[CH:41][C:36]=1[N:33]1[C:29]2=[N:30][CH:31]=[N:32][C:27]([O:11][CH:12]([CH2:23][O:24][CH3:25])[C:13]([NH:15][C:16]3[CH:21]=[CH:20][C:19]([CH3:22])=[CH:18][N:17]=3)=[O:14])=[C:28]2[CH:35]=[N:34]1 |f:0.1|. Procedure: LHMDS (1.40 mL, 1.0 M in THF, 1.40 mmol) was added slowly to a stirred solution of 2-hydroxy-3-methoxy-N-(5-methylpyridin-2-yl)propanamide (200 mg, 0.951 mmol) in anhydrous THF (5 mL). The reaction mixture was kept at ambient temperature for 10 minutes, and a solution of 4-chloro-1-(2-chlorophenyl)-1H-pyrazolo[3,4-d]pyrimidine (265 mg, 1.00 mmol) in anhydrous THF (3 mL) was added. The reaction mixture was heated at 50° C. for ½ hrs (another 3 equivalents of LHMDS were added and the reaction heat... Starting materials: COC1CNCC1 (3-methoxypyrrolidine), C(C)(C)(C)ON1C(C2=CC=CC=3C2=C(C1=O)C=C(C3Cl)Cl)=O (2-tert-butyloxy-5,6-dichloro-benzo[de]isoquinoline-1,3-dione), O (water). Run in CC(=O)N(C)C (DMA). The product is C(C)(C)(C)ON1C(C2=CC=CC=3C2=C(C1=O)C=C(C3N3CC(CC3)OC)Cl)=O (2-tert-Butyloxy-5-chloro-6-[3-methoxypyrrolidin-1-yl]-benzo[de]isoquinoline-1,3-dione). The yield is 91.0%. Reaction SMILES: [CH3:1][O:2][CH:3]1[CH2:7][CH2:6][NH:5][CH2:4]1.[C:8]([O:12][N:13]1[C:22](=[O:23])[C:21]2[CH:24]=[C:25]([Cl:28])[C:26](Cl)=[C:19]3[C:20]=2[C:15](=[CH:16][CH:17]=[CH:18]3)[C:14]1=[O:29])([CH3:11])([CH3:10])[CH3:9].O>CC(N(C)C)=O>[C:8]([O:12][N:13]1[C:22](=[O:23])[C:21]2[CH:24]=[C:25]([Cl:28])[C:26]([N:5]3[CH2:6][CH2:7][CH:3]([O:2][CH3:1])[CH2:4]3)=[C:19]3[C:20]=2[C:15](=[CH:16][CH:17]=[CH:18]3)[C:14]1=[O:29])([CH3:11])([CH3:9])[CH3:10]. Reported procedure: Following the procedure of Example Q2, 3-methoxypyrrolidine (0.2 g, 2.0 mmol) and 2-tert-butyloxy-5,6-dichloro-benzo[de]isoquinoline-1,3-dione (0.4 g, 1.2 mmol, from Example V2) were reacted in DMA (1.0 mL) at 120° C. overnight followed by addition of water (10 mL). The precipitate that formed was filtered to give 0.44 g of the title compound. The reactants are CC(C)(C)ON1CCC(C(O)CCc2ccccc2)CC1=C=O, CI, [H-], [Na+], CN(C)C=O, O. Yields the product COC(CCc1ccccc1)C1CCN(OC(C)(C)C)C(=C=O)C1. Reaction SMILES: [C:1]([CH3:2])([CH3:3])([CH3:4])[O:5][N:6]1[C:7](=[C:22]=[O:23])[CH2:8][CH:9]([CH:12]([CH2:13][CH2:14][c:15]2[cH:16][cH:17][cH:18][cH:19][cH:20]2)[OH:21])[CH2:10][CH2:11]1.[CH3:24][I:25].[H-:27].[Na+:26].[O:29]=[CH:30][N:31]([CH3:32])[CH3:33].[OH2:28]>>[C:1]([CH3:2])([CH3:3])([CH3:4])[O:5][N:6]1[C:7](=[C:22]=[O:23])[CH2:8][CH:9]([CH:12]([CH2:13][CH2:14][c:15]2[cH:16][cH:17][cH:18][cH:19][cH:20]2)[O:21][CH3:24])[CH2:10][CH2:11]1. RXN SMILES: [CH3:49][c:50]1[cH:51][cH:52][cH:53][cH:54][cH:55]1.[CH3:56][CH2:57][OH:58].[CH:1]1([CH2:4][O:5][c:6]2[c:7]([CH:14]=[CH:15][c:16]3[n:17][c:18]4[n:19]([c:20](=[O:23])[c:21]3[I:22])[c:24]([CH3:28])[c:25]([CH3:27])[s:26]4)[cH:8][cH:9][cH:10][c:11]2[O:12][CH3:13])[CH2:2][CH2:3]1.[F:29][C:30]([O:31][c:32]1[cH:33][cH:34][c:35]([B:38]([OH:39])[OH:40])[cH:36][cH:37]1)([F:41])[F:42].[Na+:43].[Na+:44].[O-:45][C:46](=[O:47])[O-:48].[OH2:59]>>[CH:1]1([CH2:4][O:5][c:6]2[c:7]([CH:14]=[CH:15][c:16]3[n:17][c:18]4[n:19]([c:20](=[O:23])[c:21]3-[c:35]3[cH:34][cH:33][c:32]([O:31][C:30]([F:29])([F:41])[F:42])[cH:37][cH:36]3)[c:24]([CH3:28])[c:25]([CH3:27])[s:26]4)[cH:8][cH:9][cH:10][c:11]2[O:12][CH3:13])[CH2:2][CH2:3]1. Reactants: Cc1ccccc1, CCO, COc1cccc(C=Cc2nc3sc(C)c(C)n3c(=O)c2I)c1OCC1CC1, OB(O)c1ccc(OC(F)(F)F)cc1, [Na+], [Na+], O=C([O-])[O-], O. Yields the product COc1cccc(C=Cc2nc3sc(C)c(C)n3c(=O)c2-c2ccc(OC(F)(F)F)cc2)c1OCC1CC1. Starting materials: O (H2O), diastereomer mixture, C(CCCCC)[C@H]1C(OC(CC1O)CCCCCCCCCCC)=O (tetrahydro-3-hexyl-4-hydroxy-(R)-6-undecyl-2H-pyran-2-one), CC(=O)C.OS(=O)(=O)O.O=[Cr](=O)=O (Jones' reagent). Run in CC(=O)C (acetone). Product: C(CCCCC)[C@H]1C(OC(CC1=O)CCCCCCCCCCC)=O (tetrahydro-3-hexyl-4-oxo-(R)-6-undecyl-2H-pyran-2-one). Reaction SMILES: [CH2:1]([C@@H:7]1[CH:12]([OH:13])[CH2:11][CH:10]([CH2:14][CH2:15][CH2:16][CH2:17][CH2:18][CH2:19][CH2:20][CH2:21][CH2:22][CH2:23][CH3:24])[O:9][C:8]1=[O:25])[CH2:2][CH2:3][CH2:4][CH2:5][CH3:6].CC(C)=O.OS(O)(=O)=O.O=[Cr](=O)=O.O>CC(C)=O>[CH2:1]([C@@H:7]1[C:12](=[O:13])[CH2:11][CH:10]([CH2:14][CH2:15][CH2:16][CH2:17][CH2:18][CH2:19][CH2:20][CH2:21][CH2:22][CH2:23][CH3:24])[O:9][C:8]1=[O:25])[CH2:2][CH2:3][CH2:4][CH2:5][CH3:6] |f:1.2.3|. Procedure details: M)b) 3 g of a diastereomer mixture of tetrahydro-3-hexyl-4-hydroxy-(R)-6-undecyl-2H-pyran-2-one were dissolved in 300 ml of acetone. 3 ml of Jones' reagent were added dropwise while stirring in such a manner that the temperature did not exceed 25° C. After 3 hours the reaction mixture was poured into 700 ml of H2O. The lactone precipitated out and was filtered off. After recrystallization in ether/n-hexane there were obtained 1.7 g of tetrahydro-3-hexyl-4-oxo-(R)-6-undecyl-2H-pyran-2-one, m.p. 1... The product is NC(C(=O)O)(C=C=C)CC=1N=CNC1 (2-Amino-2-(imidazol-4-ylmethyl)-penta-3,4-dienoic acid). Starting materials: C(C1=CC=CC=C1)(=O)NC(C(=O)O)(C=C=C)CC=1N=CNC1 (2-(benzoylamino)-2-(imidazol-4-ylmethyl)-penta-3,4-dienoic acid). Reaction conditions: temperature 80 celsius, time 2 hour. RXN SMILES: C([NH:9][C:10]([CH2:17][C:18]1[N:19]=[CH:20][NH:21][CH:22]=1)([CH:14]=[C:15]=[CH2:16])[C:11]([OH:13])=[O:12])(=O)C1C=CC=CC=1>Cl.O>[NH2:9][C:10]([CH2:17][C:18]1[N:19]=[CH:20][NH:21][CH:22]=1)([CH:14]=[C:15]=[CH2:16])[C:11]([OH:13])=[O:12]. Procedure details: 2.0 g of 2-(benzoylamino)-2-(imidazol-4-ylmethyl)-penta-3,4-dienoic acid was taken in 20 ml of 20% HCl and heated at 80° C. for 48 hours. The solution was cooled, diluted with 20 ml of water and washed with methylene chloride 3×40 ml. The aqueous phase was adjusted to pH 7.0, cooled to 0° C. and an excess of sodium borohydride added. After two hours at 0° C., the pH was adjusted to 2.0 and the solution introduced onto an ion-exchange chromotography (BioRad Ag 50×8 column), and eluted with 0.3M a... The solvent is Cl (HCl), O (water).